This data is from the Open Reaction Database (ORD), a public repository of structured organic reaction records. The task is: describe an organic reaction: reactants, conditions, products, and yield Reactants: ClC1=C2C=CC=CC2=C(C2=CC=CC=C12)C=O (10-chloroanthracene-9-carbaldehyde), C(C(C)O)O (1,2-propyleneglycol). Solvent: CCCCC (pentane). Product: OC(COC1=C2C=CC=CC2=C(C2=CC=CC=C12)C=O)C (10-[2-(hydroxy)propoxy]anthracene-9-carbaldehyde). Isolated yield 29.5%. RXN SMILES: Cl[C:2]1[C:15]2[C:10](=[CH:11][CH:12]=[CH:13][CH:14]=2)[C:9]([CH:16]=[O:17])=[C:8]2[C:3]=1[CH:4]=[CH:5][CH:6]=[CH:7]2.[CH2:18]([OH:22])[CH:19]([OH:21])[CH3:20]>CCCCC>[OH:21][CH:19]([CH3:20])[CH2:18][O:22][C:2]1[C:15]2[C:10](=[CH:11][CH:12]=[CH:13][CH:14]=2)[C:9]([CH:16]=[O:17])=[C:8]2[C:3]=1[CH:4]=[CH:5][CH:6]=[CH:7]2. Procedure: Using the procedure outlined in Example 2A, 10-chloroanthracene-9-carbaldehyde (Aldrich) and 1,2-propyleneglycol (Aldrich) gave a 29.5% yield of 10-[2-(hydroxy)propoxy]anthracene-9-carbaldehyde, mp 84°-86°, (C,H), (pentane). Reactants: VI, ClC1=CC(=CC(=C1)O[Si](C)(C)C(C)(C)C)Cl (1,3-Dichloro-5-(tert-butyldimethylsilyloxy)benzene), C(=O)=O (CO2). Solvent: Cl (HCl), C(C)(=O)OCC (ethyl acetate). Run at time 20 minute. Yields the product ClC=1C=C(C(=O)O)C=C(C1)O[Si](C)(C)C(C)(C)C (3—Chloro-5-(tert-butyldimethylsilyloxy)benzoic acid). Isolated yield 64.0%. As a reaction SMILES: Cl[C:2]1[CH:7]=[C:6]([O:8][Si:9]([C:12]([CH3:15])([CH3:14])[CH3:13])([CH3:11])[CH3:10])[CH:5]=[C:4]([Cl:16])[CH:3]=1.[C:17](=[O:19])=[O:18]>Cl.C(OCC)(=O)C>[Cl:16][C:4]1[CH:3]=[C:2]([CH:7]=[C:6]([O:8][Si:9]([C:12]([CH3:15])([CH3:14])[CH3:13])([CH3:11])[CH3:10])[CH:5]=1)[C:17]([OH:19])=[O:18]. Procedure details: To “Rieke Mg” (0.21 mol; Rieke, R. D.; Bales, S. E.; Hudnall, P. M.; Bums, T. P.; Poindexter, G. S. Org. Synth. Collective Volume VI, 1988, 845.) in tetrahydrofiran (1000 mL) was added ether 13 (27.7 g, 0.10 mol). After the reaction mixture was stirred for 20 min at ambient temperature there was an exotherm observed. The exotherm. subsided within 5 min, and the reaction mixture was cooled to 20° C. with an ice bath. After 15 min, the reaction mixture was cooled to −78° C. To the cool reaction mi... Reactants: C(C1=CC=CC=C1)N1CC(C(C1)C1=CC(=C(C=C1)Cl)Cl)C(C)=O (1-[(3SR,4RS)-1-benzyl-4-(3,4-dichloro-phenyl)-pyrrolidin-3-yl]-ethanone), [H-].[H-].[H-].[H-].[Li+].[Al+3] (LiAlH4). Solvent: C1CCOC1 (THF). Conditions: time 1 hour. The product is C(C1=CC=CC=C1)N1CC(C(C1)C1=CC(=C(C=C1)Cl)Cl)C(C)O ((SR)-1-[(3SR,4RS)-1-benzyl-4-(3,4-dichloro-phenyl)-pyrrolidin-3-yl]-ethanol). The yield is 31.1%. RXN SMILES: [CH2:1]([N:8]1[CH2:12][CH:11]([C:13]2[CH:18]=[CH:17][C:16]([Cl:19])=[C:15]([Cl:20])[CH:14]=2)[CH:10]([C:21](=[O:23])[CH3:22])[CH2:9]1)[C:2]1[CH:7]=[CH:6][CH:5]=[CH:4][CH:3]=1.[H-].[H-].[H-].[H-].[Li+].[Al+3]>C1COCC1>[CH2:1]([N:8]1[CH2:12][CH:11]([C:13]2[CH:18]=[CH:17][C:16]([Cl:19])=[C:15]([Cl:20])[CH:14]=2)[CH:10]([CH:21]([OH:23])[CH3:22])[CH2:9]1)[C:2]1[CH:3]=[CH:4][CH:5]=[CH:6][CH:7]=1 |f:1.2.3.4.5.6|. Reported procedure: To a solution of 1-[(3SR,4RS)-1-benzyl-4-(3,4-dichloro-phenyl)-pyrrolidin-3-yl]-ethanone (IX-1) (14.90 g, 0.043 mol) in THF (300 mL) at 0° C. were added portion wise LiAlH4 (2.05 g, 0.051 mol). Stirring was continued for one hour, and the reaction mixture was carefully quenched by addition of aq. NH4Cl, concentrated under vacuo and the product extracted with EtOAC. The combined organic phases were dried on Na2SO4 and concentrated under vacuo. The two diastereoisomeres were separated by column ch... Reactants: C([O-])([O-])=O.[Cs+].[Cs+] (cesium carbonate), ClC1=NC=CC(=C1)F (2-chloro-4-fluoropyridine), C(N)(OC(C)(C)C)=O (tert-butyl carbamate), C([O-])([O-])=O.[Cs+].[Cs+] (cesium carbonate). Reagents/catalysts: C=1C=CC(=CC1)/C=C/C(=O)/C=C/C2=CC=CC=C2.C=1C=CC(=CC1)/C=C/C(=O)/C=C/C2=CC=CC=C2.C=1C=CC(=CC1)/C=C/C(=O)/C=C/C2=CC=CC=C2.[Pd].[Pd] (tris(dibenzylideneacetone)dipalladium), CC(C)C1=CC(=C(C(=C1)C(C)C)C2=C(C=CC=C2)P(C3CCCCC3)C4CCCCC4)C(C)C (X-PHOS). Solvent: O1CCCC1 (tetrahydrofuran). Yields the product FC1=CC(=NC=C1)NC(OC(C)(C)C)=O (tert-butyl 4-fluoropyridin-2-ylcarbamate). The yield is 70.1%. As a reaction SMILES: Cl[C:2]1[CH:7]=[C:6]([F:8])[CH:5]=[CH:4][N:3]=1.[C:9](=[O:16])([O:11][C:12]([CH3:15])([CH3:14])[CH3:13])[NH2:10].C(=O)([O-])[O-].[Cs+].[Cs+]>C1C=CC(/C=C/C(/C=C/C2C=CC=CC=2)=O)=CC=1.C1C=CC(/C=C/C(/C=C/C2C=CC=CC=2)=O)=CC=1.C1C=CC(/C=C/C(/C=C/C2C=CC=CC=2)=O)=CC=1.[Pd].[Pd].CC(C1C=C(C(C)C)C(C2C=CC=CC=2P(C2CCCCC2)C2CCCCC2)=C(C(C)C)C=1)C.O1CCCC1>[F:8][C:6]1[CH:5]=[CH:4][N:3]=[C:2]([NH:10][C:9](=[O:16])[O:11][C:12]([CH3:15])([CH3:14])[CH3:13])[CH:7]=1 |f:2.3.4,5.6.7.8.9|. Reported procedure: A flask was charged with 2-chloro-4-fluoropyridine (20 g, 152 mmol), tert-butyl carbamate (89 g, 760 mmol), tris(dibenzylideneacetone)dipalladium (1.39 g, 1.52 mmol), X-PHOS (1.48 g, 3.10 mmol), cesium carbonate (99 g, 588 mmol), and tetrahydrofuran (500 mL) under an atmosphere of dry nitrogen. The mixture was heated at reflux under nitrogen for 7 hours. A further 1 equivalent of cesium carbonate was added and the reaction was heated a further 7 hours. The mixture was cooled to ambient temperatu...